This data is from the Open Reaction Database (ORD), a public repository of structured organic reaction records. The task is: describe an organic reaction: reactants, conditions, products, and yield The reactants are CCOC(=O)COc1ccc(OCc2sc(-c3ccc(C(F)(F)F)cc3)nc2CC)c(C)c1, C1CCOC1, Cl, [Li+], [OH-]. Product: CCc1nc(-c2ccc(C(F)(F)F)cc2)sc1COc1ccc(OCC(=O)O)cc1C. RXN SMILES: [CH2:1]([CH3:2])[O:3][C:4]([CH2:5][O:6][c:7]1[cH:8][c:9]([CH3:32])[c:10]([O:13][CH2:14][c:15]2[c:16]([CH2:30][CH3:31])[n:17][c:18](-[c:20]3[cH:21][cH:22][c:23]([C:26]([F:27])([F:28])[F:29])[cH:24][cH:25]3)[s:19]2)[cH:11][cH:12]1)=[O:33].[CH2:37]1[O:38][CH2:39][CH2:40][CH2:41]1.[ClH:36].[Li+:35].[OH-:34]>>[O:3]=[C:4]([CH2:5][O:6][c:7]1[cH:8][c:9]([CH3:32])[c:10]([O:13][CH2:14][c:15]2[c:16]([CH2:30][CH3:31])[n:17][c:18](-[c:20]3[cH:21][cH:22][c:23]([C:26]([F:27])([F:28])[F:29])[cH:24][cH:25]3)[s:19]2)[cH:11][cH:12]1)[OH:33]. The reactants are CCOC(=O)C(=Cc1ccc(OC)cc1)CC, CCOC(C)=O. The product is CCOC(=O)C(CC)Cc1ccc(OC)cc1. Reaction SMILES: [CH2:1]([CH3:2])[C:3]([C:4](=[O:5])[O:6][CH2:7][CH3:8])=[CH:9][c:10]1[cH:11][cH:12][c:13]([O:16][CH3:17])[cH:14][cH:15]1.[CH3:18][CH2:19][O:20][C:21](=[O:22])[CH3:23]>>[CH2:1]([CH3:2])[CH:3]([C:4](=[O:5])[O:6][CH2:7][CH3:8])[CH2:9][c:10]1[cH:11][cH:12][c:13]([O:16][CH3:17])[cH:14][cH:15]1. Solvent: CO (methanol). Starting materials: [Na].S(=O)(=O)=C(C)C1=NC=CN=C1 (2-(1-sulfonylethyl)pyrazine sodium salt), CI (methyl iodide). Yields the product CN1CC(=NC=C1)C(C)=S(=O)=O (1-Methyl-3-(1-sulfonylethyl)pyrazine). As a reaction SMILES: [Na].[S:2](=[C:5]([C:7]1[CH:12]=[N:11][CH:10]=[CH:9][N:8]=1)[CH3:6])(=[O:4])=[O:3].[CH3:13]I>CO>[CH3:13][N:11]1[CH:10]=[CH:9][N:8]=[C:7]([C:5](=[S:2](=[O:4])=[O:3])[CH3:6])[CH2:12]1 |f:0.1,^1:0|. Procedure details: 3.50 g of 2-(1-sulfonylethyl)pyrazine sodium salt (2300) was dissolved in 75 ml of methanol and 10 ml of methyl iodide added. The flask was then stoppered and stored in the dark at room temperature. Reaction SMILES: [CH2:13]([S:14]([O-:15])(=[O:16])=[O:17])[CH2:18][CH2:19][CH2:20][CH2:21][CH2:22][CH2:23][CH3:24].[CH2:1]=[CH:2][c:3]1[cH:4][cH:5][cH:6][cH:7][cH:8]1.[CH3:27][c:28]1[cH:29][cH:30][cH:31][cH:32][cH:33]1.[CH3:9][SiH:10]([Cl:11])[Cl:12].[Na+:25].[Pt:26]>>[CH2:1]([CH2:2][c:3]1[cH:4][cH:5][cH:6][cH:7][cH:8]1)[CH2:9][SiH:10]([Cl:11])[Cl:12]. Starting materials: CCCCCCCCS(=O)(=O)[O-], C=Cc1ccccc1, Cc1ccccc1, C[SiH](Cl)Cl, [Na+], [Pt]. Product: Cl[SiH](Cl)CCCc1ccccc1. Reactants: OCC1=C(C(C=C(O1)C)=O)OCC1=CC=C(C=C1)OC (6-hydroxymethyl-5-p-methoxybenzyloxy-2-methyl-4-pyrone), Cl.NO (hydroxylamine hydrochloride). The solvent is N1=CC=CC=C1 (pyridine). Reaction conditions: time 7 hour. The product is OCC1=C(C(C=C(N1O)C)=O)OCC1=CC=C(C=C1)OC (6-Hydroxymethyl-5-p-methoxybenzyloxy-2-methyl-1-hydroxy-4-pyridone). Isolated yield 8.3%. As a reaction SMILES: [OH:1][CH2:2][C:3]1O[C:7]([CH3:9])=[CH:6][C:5](=[O:10])[C:4]=1[O:11][CH2:12][C:13]1[CH:18]=[CH:17][C:16]([O:19][CH3:20])=[CH:15][CH:14]=1.Cl.[NH2:22][OH:23]>N1C=CC=CC=1>[OH:1][CH2:2][C:3]1[N:22]([OH:23])[C:7]([CH3:9])=[CH:6][C:5](=[O:10])[C:4]=1[O:11][CH2:12][C:13]1[CH:18]=[CH:17][C:16]([O:19][CH3:20])=[CH:15][CH:14]=1 |f:1.2|. Procedure: To a solution of 4 g of 6-hydroxymethyl-5-p-methoxybenzyloxy-2-methyl-4-pyrone in 50 ml of pyridine was added 5 g of hydroxylamine hydrochloride at room temperature. The mixture was stirred at 70° to 75° C. for 7 hours. After the reaction liquid was concentrated under reduced pressure, the residue was dissolved in 200 ml of chloroform and washed in succession with water, 5% cold hydrochloric acid and saturated aqueous sodium hydrogencarbonate solution. After drying over anhydrous magnesium sulfa... The reactants are CC1=C(C=CC(=C1)S(N)(=O)=O)NC(=O)C1=NC=NC(=C1)Cl (6-chloro-pyrimidine-4-carboxylic acid (2-methyl-4-sulfamoyl-phenyl)-amide), C1(CCCCC1)NCCOC (cyclohexyl-(2-methoxy-ethyl)-amine), CC1=C(C=CC(=C1)S(N)(=O)=O)NC(=O)C1=NC=NC(=C1)Cl (6-chloro-pyrimidine-4-carboxylic acid (2-methyl-4-sulfamoyl-phenyl)-amide), C1(CCCCC1)NCCOC (cyclohexyl-(2-methoxy-ethyl)-amine). Yields the product NS(=O)(=O)C1=CC(=C(C=C1)NC(=O)C1=NC=NC(=C1)N(CCOC)C1CCCCC1)C (N-[4-(aminosulfonyl)-2-methylphenyl]-6-[cyclohexyl(2-methoxyethyl)amino]pyrimidine-4-carboxamide). The yield is 82.0%. Reaction SMILES: [CH3:1][C:2]1[CH:7]=[C:6]([S:8](=[O:11])(=[O:10])[NH2:9])[CH:5]=[CH:4][C:3]=1[NH:12][C:13]([C:15]1[CH:20]=[C:19](Cl)[N:18]=[CH:17][N:16]=1)=[O:14].[CH:22]1([NH:28][CH2:29][CH2:30][O:31][CH3:32])[CH2:27][CH2:26][CH2:25][CH2:24][CH2:23]1>>[NH2:9][S:8]([C:6]1[CH:5]=[CH:4][C:3]([NH:12][C:13]([C:15]2[CH:20]=[C:19]([N:28]([CH:22]3[CH2:27][CH2:26][CH2:25][CH2:24][CH2:23]3)[CH2:29][CH2:30][O:31][CH3:32])[N:18]=[CH:17][N:16]=2)=[O:14])=[C:2]([CH3:1])[CH:7]=1)(=[O:11])=[O:10]. Procedure details: Following the general method as outlined in Example 20, starting from 6-chloro-pyrimidine-4-carboxylic acid (2-methyl-4-sulfamoyl-phenyl)-amide (Intermediate 17) and cyclohexyl-(2-methoxy-ethyl)-amine (Intermediate 26), the title compound was obtained as a white solid in 82% yield. Reactants: O=Cc1c[nH]c(=S)n1C1CCc2ccccc2C1, CCO, Cl, NO, [Na+], [OH-], O. The product is ON=Cc1c[nH]c(=S)n1C1CCc2ccccc2C1. As a reaction SMILES: [CH2:1]1[CH:2]([n:11]2[c:12](=[S:18])[nH:13][cH:14][c:15]2[CH:16]=[O:17])[CH2:3][CH2:4][c:5]2[cH:6][cH:7][cH:8][cH:9][c:10]21.[CH3:24][CH2:25][OH:26].[ClH:19].[NH2:20][OH:21].[Na+:23].[OH-:22].[OH2:27]>>[CH2:1]1[CH:2]([n:11]2[c:12](=[S:18])[nH:13][cH:14][c:15]2[CH:16]=[N:20][OH:21])[CH2:3][CH2:4][c:5]2[cH:6][cH:7][cH:8][cH:9][c:10]21.